This data is from the Open Reaction Database (ORD), a public repository of structured organic reaction records. The task is: describe an organic reaction: reactants, conditions, products, and yield The reactants are solid, Cl.Cl.Cl.O1CCC=2C1=C(N=CC2)N2CCN(CC2)CC[C@@H]2CC[C@H](CC2)N (trans-4-{2-[4-(2,3-dihydro-furo[2,3-c]pyridin-7-yl)-piperazin-1-yl]-ethyl}-cyclohexylamine trihydrochloride), Cl.Cl.Cl.O1CCC=2C1=C(N=CC2)N2CCN(CC2)CC[C@@H]2CC[C@H](CC2)N (trans-4-{2-[4-(2,3-dihydro-furo[2,3-c]pyridin-7-yl)-piperazin-1-yl]-ethyl}-cyclohexylamine trihydrochloride), CS(=O)(=O)C1=CC=C(S1)C(=O)O (5-methanesulfonyl-thiophene-2-carboxylic acid). Product: O1CCC=2C1=C(N=CC2)N2CCN(CC2)CC[C@@H]2CC[C@H](CC2)NC(=O)C=2SC(=CC2)S(=O)(=O)C (5-Methanesulfonyl-thiophene-2-carboxylic acid trans-(4-{2-[4-(2,3-dihydro-furo[2,3-c]pyridin-7-yl)-piperazin-1-yl]-ethyl}-cyclohexyl)-amide). As a reaction SMILES: Cl.Cl.Cl.[O:4]1[C:8]2=[C:9]([N:13]3[CH2:18][CH2:17][N:16]([CH2:19][CH2:20][C@H:21]4[CH2:26][CH2:25][C@H:24]([NH2:27])[CH2:23][CH2:22]4)[CH2:15][CH2:14]3)[N:10]=[CH:11][CH:12]=[C:7]2[CH2:6][CH2:5]1.[CH3:28][S:29]([C:32]1[S:36][C:35]([C:37](O)=[O:38])=[CH:34][CH:33]=1)(=[O:31])=[O:30]>>[O:4]1[C:8]2=[C:9]([N:13]3[CH2:18][CH2:17][N:16]([CH2:19][CH2:20][C@H:21]4[CH2:26][CH2:25][C@H:24]([NH:27][C:37]([C:35]5[S:36][C:32]([S:29]([CH3:28])(=[O:31])=[O:30])=[CH:33][CH:34]=5)=[O:38])[CH2:23][CH2:22]4)[CH2:15][CH2:14]3)[N:10]=[CH:11][CH:12]=[C:7]2[CH2:6][CH2:5]1 |f:0.1.2.3|. Procedure details: The title compound, white solid (120 mg, 93%), MS (ISP) m/z=519.3 [(M+H)+], mp 212° C., was prepared in accordance with the general method of example 6 from trans-4-{2-[4-(2,3-dihydro-furo[2,3-c]pyridin-7-yl)-piperazin-1-yl]-ethyl}-cyclohexylamine trihydrochloride (intermediate B) (110 mg, 0.25 mmol) and 5-methanesulfonyl-thiophene-2-carboxylic acid. The reactants are Cl (HCl), [Li]CCCC (n-BuLi), BrC1=C(C=C2C3=C(CCC4=C2C=CC=C4)C=CC=C3)C=CC=C1 (5-(2-bromo-benzylidene)-10,11-dihydro-5H-dibenzo[a,d]cycloheptene), B(OC(C)C)(OC(C)C)OC(C)C (triisopropyl borate). Solvent: C1CCOC1 (THF). Reaction conditions: temperature -78 celsius, time 30 minute. Product: C1=CC=CC=2C(C3=C(CCC21)C=CC=C3)=CC3=C(C=CC=C3)B(O)O (2-(10,11-Dihydro-dibenzo[a,d]cyclohepten-5-ylidenemethyl)-phenylboronic acid). RXN SMILES: [Li]CCCC.Br[C:7]1[CH:28]=[CH:27][CH:26]=[CH:25][C:8]=1[CH:9]=[C:10]1[C:16]2[CH:17]=[CH:18][CH:19]=[CH:20][C:15]=2[CH2:14][CH2:13][C:12]2[CH:21]=[CH:22][CH:23]=[CH:24][C:11]1=2.[B:29](OC(C)C)([O:34]C(C)C)[O:30]C(C)C.Cl>C1COCC1>[CH:21]1[C:12]2[CH2:13][CH2:14][C:15]3[CH:20]=[CH:19][CH:18]=[CH:17][C:16]=3[C:10](=[CH:9][C:8]3[CH:25]=[CH:26][CH:27]=[CH:28][C:7]=3[B:29]([OH:34])[OH:30])[C:11]=2[CH:24]=[CH:23][CH:22]=1. Procedure details: Add n-BuLi (1.6M in hexanes, 12.98 Ml, 20.76 mmol) portionwise (exothermic) to a solution of 5-(2-bromo-benzylidene)-10,11-dihydro-5H-dibenzo[a,d]cycloheptene (5.00 g, 13.84 mmol) in dry THF (50 Ml) at −78° C. under N2. Let stir at −78° C. for 30 min, then add triisopropyl borate (5.21 g, 27.68 mmol) and warm up to room temperature overnight. Add 50 Ml 1.00N HCl and stir for 15 min. Extract into ethyl acetate, dry (MgSO4) and concentrate organics to a brown foam. Recrystallize from boiling hexan...